Dataset: the Open Reaction Database (ORD), a public repository of structured organic reaction records. Task: describe an organic reaction: reactants, conditions, products, and yield Starting materials: ClC1=C(C(=O)N=C=O)C(=CC=C1)Cl (2,6-Dichlorobenzoyl isocyanate), BrC=1C=CC(=NC1)N (5-bromo-2-aminopyridine). Run in C(C)(=O)OCC (ethyl acetate). Conditions: time 4 hour. Yields the product ClC1=C(C(=O)NC(=O)NC2=NC=C(C=C2)Br)C(=CC=C1)Cl (1-(2,6-DICHLOROBENZOYL)-3-(5-BROMO-2-PYRIDINYL)-UREA). Reaction SMILES: [Cl:1][C:2]1[CH:12]=[CH:11][CH:10]=[C:9]([Cl:13])[C:3]=1[C:4]([N:6]=[C:7]=[O:8])=[O:5].[Br:14][C:15]1[CH:16]=[CH:17][C:18]([NH2:21])=[N:19][CH:20]=1>C(OCC)(=O)C>[Cl:1][C:2]1[CH:12]=[CH:11][CH:10]=[C:9]([Cl:13])[C:3]=1[C:4]([NH:6][C:7]([NH:21][C:18]1[CH:17]=[CH:16][C:15]([Br:14])=[CH:20][N:19]=1)=[O:8])=[O:5]. Procedure details: 2,6-Dichlorobenzoyl isocyanate (2.16 grams; 0.01 mole) and 5-bromo-2-aminopyridine (1.73 grams; 0.01 mole) were mixed in 50 ml. of ethyl acetate, at room temperature. The reaction mixture was stirred at room temperature for 4 hours, during which the product precipitated. It was separated by filtration and recrystallized from ethanol, m.p. 228°-230° C., yield 2.0 grams. Elemental analysis showed: Isolated yield 63.0%. Starting materials: CC1(C(N(C(N1CCCCCCCCCS(=O)CCCC(C(F)(F)F)(F)F)=O)C1=CC(=C(C=C1)[N+](=O)[O-])C(F)(F)F)=O)C (5,5-dimethyl-3-[4-nitro-3-(trifluoromethyl)phenyl]-1-{9-[(4,4,5,5,5-pentafluoropentyl)sulphinyl]nonyl}imidazolidine-2,4-dione), NC1=C(C=C(C=C1)N1C(N(C(C1=O)(C)C)CCCCCCCCCSCCCC(C(F)(F)F)(F)F)=O)C (3-(4-amino-3-methylphenyl)-5,5-dimethyl-1-{9-[(4,4,5,5,5-pentafluoro pentyl)sulphanyl]nonyl}imidazolidine-2,4-dione). As a reaction SMILES: [CH3:1][C:2]1([CH3:43])[N:6]([CH2:7][CH2:8][CH2:9][CH2:10][CH2:11][CH2:12][CH2:13][CH2:14][CH2:15][S:16]([CH2:18][CH2:19][CH2:20][C:21]([F:27])([F:26])[C:22]([F:25])([F:24])[F:23])=[O:17])[C:5](=[O:28])[N:4]([C:29]2[CH:34]=[CH:33][C:32]([N+:35]([O-])=O)=[C:31]([C:38](F)(F)F)[CH:30]=2)[C:3]1=[O:42].NC1C=[CH:49][C:48]([N:51]2C(=O)C(C)(C)N(CCCCCCCCCSCCCC(F)(F)C(F)(F)F)[C:52]2=[O:79])=[CH:47][C:46]=1C>>[CH3:1][C:2]1([CH3:43])[C:3](=[O:42])[N:4]([C:29]2[CH:34]=[CH:33][C:32]([NH:35][C:52]([NH:51][CH:48]([CH3:49])[CH2:47][CH3:46])=[O:79])=[C:31]([CH3:38])[CH:30]=2)[C:5](=[O:28])[N:6]1[CH2:7][CH2:8][CH2:9][CH2:10][CH2:11][CH2:12][CH2:13][CH2:14][CH2:15][S:16]([CH2:18][CH2:19][CH2:20][C:21]([F:27])([F:26])[C:22]([F:23])([F:25])[F:24])=[O:17]. Reported procedure: The experimental protocol used is the same as that described for the synthesis of the compound of Example 2, the compound of Example 25 replacing the compound of Example 1. A colourless oil is obtained with a yield of 63%. Product: CC1(N(C(N(C1=O)C1=CC(=C(C=C1)NC(=O)NC(CC)C)C)=O)CCCCCCCCCS(=O)CCCC(C(F)(F)F)(F)F)C (1-[4-(4,4-dimethyl-2,5-dioxo-3-{9-[(4,4,5,5,5-pentafluoropentyl)sulphinyl]nonyl}imidazolidin-1-yl)-2-methylphenyl]-3-(1-methylpropyl)urea).